Dataset: the Open Reaction Database (ORD), a public repository of structured organic reaction records. Task: describe an organic reaction: reactants, conditions, products, and yield The reactants are CC(=O)OC(C)=O, COc1ccc(C(=O)O)c(C(=O)O)c1, C1CCOC1. Yields the product COc1ccc2c(c1)C(=O)OC2=O. As a reaction SMILES: [CH3:1][C:2]([O:3][C:4](=[O:5])[CH3:6])=[O:7].[CH3:8][O:9][c:10]1[cH:11][c:12]([C:19](=[O:20])[OH:21])[c:13]([C:14](=[O:15])[OH:16])[cH:17][cH:18]1.[O:22]1[CH2:23][CH2:24][CH2:25][CH2:26]1>>[CH3:8][O:9][c:10]1[cH:11][c:12]2[c:13]([cH:17][cH:18]1)[C:14](=[O:16])[O:21][C:19]2=[O:20]. The reactants are CC1CN(C(=O)Cn2ccn3c(=O)c(OCc4ccccc4)c(-c4ncc(Cc5ccc(F)cc5C(=O)NC5CC5)s4)nc23)CC(C)O1, COC(=O)c1nc2[nH]ccn2c(=O)c1OC(C)=O. The product is CC1CN(C(=O)Cn2ccn3c(=O)c(O)c(-c4ncc(Cc5ccc(F)cc5C(=O)NC5CC5)s4)nc23)CC(C)O1. Reaction SMILES: [CH2:19]([c:20]1[cH:21][cH:22][cH:23][cH:24][cH:25]1)[O:26][c:27]1[c:28](-[c:48]2[s:49][c:50]([CH2:53][c:54]3[c:55]([C:56](=[O:57])[NH:58][CH:59]4[CH2:60][CH2:61]4)[cH:62][c:63]([F:66])[cH:64][cH:65]3)[cH:51][n:52]2)[n:29][c:30]2[n:31]([c:32]1=[O:33])[cH:34][cH:35][n:36]2[CH2:37][C:38](=[O:39])[N:40]1[CH2:41][CH:42]([CH3:47])[O:43][CH:44]([CH3:46])[CH2:45]1.[CH3:1][O:2][C:3]([c:4]1[n:5][c:6]2[nH:7][cH:8][cH:9][n:10]2[c:11](=[O:12])[c:13]1[O:14][C:15](=[O:16])[CH3:17])=[O:18]>>[OH:26][c:27]1[c:28](-[c:48]2[s:49][c:50]([CH2:53][c:54]3[c:55]([C:56](=[O:57])[NH:58][CH:59]4[CH2:60][CH2:61]4)[cH:62][c:63]([F:66])[cH:64][cH:65]3)[cH:51][n:52]2)[n:29][c:30]2[n:31]([c:32]1=[O:33])[cH:34][cH:35][n:36]2[CH2:37][C:38](=[O:39])[N:40]1[CH2:41][CH:42]([CH3:47])[O:43][CH:44]([CH3:46])[CH2:45]1. Starting materials: C1(CC1)[C@@H](C1=CC=CC=C1)NC(=O)C1=C(N(C(C2=C(C=CC=C12)F)=O)NCC)C (2-ethylamino-8-fluoro-3-methyl-1-oxo-1,2-dihydro-isoquinoline-4-carboxylic acid ((S)-cyclopropyl-phenyl-methyl)-amide), N(=O)[O-].[Na+] (sodium nitrite). Run in CN(C=O)C (N,N-dimethylformamide). Run at temperature 220 celsius. Product: C1(CC1)[C@@H](C1=CC=CC=C1)NC(=O)C1=C(N(C(C2=C(C=CC=C12)O)=O)NCC)C (2-ethylamino-8-hydroxy-3-methyl-1-oxo-1,2-dihydro-isoquinoline-4-carboxylic acid ((S)-cyclopropyl-phenyl-methyl)-amide). Reaction SMILES: [CH:1]1([C@H:4]([NH:11][C:12]([C:14]2[C:23]3[C:18](=[C:19](F)[CH:20]=[CH:21][CH:22]=3)[C:17](=[O:25])[N:16]([NH:26][CH2:27][CH3:28])[C:15]=2[CH3:29])=[O:13])[C:5]2[CH:10]=[CH:9][CH:8]=[CH:7][CH:6]=2)[CH2:3][CH2:2]1.N([O-])=[O:31].[Na+]>CN(C)C=O>[CH:1]1([C@H:4]([NH:11][C:12]([C:14]2[C:23]3[C:18](=[C:19]([OH:31])[CH:20]=[CH:21][CH:22]=3)[C:17](=[O:25])[N:16]([NH:26][CH2:27][CH3:28])[C:15]=2[CH3:29])=[O:13])[C:5]2[CH:10]=[CH:9][CH:8]=[CH:7][CH:6]=2)[CH2:3][CH2:2]1 |f:1.2|. Procedure: A mixture of 2-ethylamino-8-fluoro-3-methyl-1-oxo-1,2-dihydro-isoquinoline-4-carboxylic acid ((S)-cyclopropyl-phenyl-methyl)-amide (47.0 mg, 0.119 mmol, sodium nitrite (80.0 mg, 1.16 mmol), and N,N-dimethylformamide (0.2 mL) was heated under microwave irradiation at 220° C. for 60 min. Partitioned between EtOAc and water (4×10 ml), then combined aqueous phases were extracted with ether (15 ml), which was washed with water (4×10 ml). The combined organic solution was concentrated in vacuo, and pu... The reactants are C1CCOC1, CN, CCOC(C)=O, [Cl-], O=[N+]([O-])c1cccc(S(=O)(=O)Cl)c1, [Na+]. The product is CNS(=O)(=O)c1cccc([N+](=O)[O-])c1. RXN SMILES: [CH2:16]1[O:17][CH2:18][CH2:19][CH2:20]1.[CH3:14][NH2:15].[CH3:23][CH2:24][O:25][C:26](=[O:27])[CH3:28].[Cl-:22].[N+:1](=[O:2])([O-:3])[c:4]1[cH:5][c:6]([S:10](=[O:11])(=[O:12])[Cl:13])[cH:7][cH:8][cH:9]1.[Na+:21]>>[N+:1](=[O:2])([O-:3])[c:4]1[cH:5][c:6]([S:10](=[O:11])(=[O:12])[NH:15][CH3:14])[cH:7][cH:8][cH:9]1.